Dataset: the Open Reaction Database (ORD), a public repository of structured organic reaction records. Task: describe an organic reaction: reactants, conditions, products, and yield The reactants are Cl.FC=1C=C(C=CC1)C1=C(C=C(C=N1)C=1C=NC=C(C1)C)C(=O)O (6-(3-fluorophenyl)-5′-methyl-3,3′-bipyridine-5-carboxylic acid hydrochloride), COC=1C=CC(=NC1OC)CN (1-(5,6-dimethoxypyridin-2-yl)methanamine), C(CCl)Cl (EDC), C=1C=CC2=C(C1)N=NN2O (HOBt), CN1CCOCC1 (N-methylmorpholine). Run in CN(C=O)C (dimethylformamide). Conditions: temperature 0 celsius, time 15 minute. The product is COC=1C=CC(=NC1OC)CNC(=O)C=1C=C(C=NC1C1=CC(=CC=C1)F)C=1C=NC=C(C1)C (N-[(5,6-dimethoxypyridin-2-yl)methyl]-6-(3-fluorophenyl)-5′-methyl-3,3′-bipyridine-5-carboxamide). RXN SMILES: Cl.[F:2][C:3]1[CH:4]=[C:5]([C:9]2[N:14]=[CH:13][C:12]([C:15]3[CH:16]=[N:17][CH:18]=[C:19]([CH3:21])[CH:20]=3)=[CH:11][C:10]=2[C:22](O)=[O:23])[CH:6]=[CH:7][CH:8]=1.C(Cl)CCl.C1C=CC2N(O)N=NC=2C=1.[CH3:39][O:40][C:41]1[CH:42]=[CH:43][C:44]([CH2:49][NH2:50])=[N:45][C:46]=1[O:47][CH3:48].CN1CCOCC1>CN(C)C=O>[CH3:39][O:40][C:41]1[CH:42]=[CH:43][C:44]([CH2:49][NH:50][C:22]([C:10]2[CH:11]=[C:12]([C:15]3[CH:16]=[N:17][CH:18]=[C:19]([CH3:21])[CH:20]=3)[CH:13]=[N:14][C:9]=2[C:5]2[CH:6]=[CH:7][CH:8]=[C:3]([F:2])[CH:4]=2)=[O:23])=[N:45][C:46]=1[O:47][CH3:48] |f:0.1|. Procedure: To a solution of 6-(3-fluorophenyl)-5′-methyl-3,3′-bipyridine-5-carboxylic acid hydrochloride (3-6, prepared by the method described above for the preparation of 3-4, 2.5 g, 7.25 mmol) in dimethylformamide (36 mL) cooled to 0° C., was added EDC (1.95 g, 10.2 mmol) and HOBt (1.67 g, 10.9 mmol) followed by 1-(5,6-dimethoxypyridin-2-yl)methanamine (11-6, 1.46 g, 8.7 mmol) and N-methylmorpholine (4.78 mL, 43.5 mmol). The reaction stirred for 15 minutes and then was allowed to warm to room temperatur...